From a dataset of the Open Reaction Database (ORD), a public repository of structured organic reaction records. describe an organic reaction: reactants, conditions, products, and yield Starting materials: Cc1ccc2c(C(=O)C(F)(F)F)cn(C(C)C)c2c1, [Na+], [OH-]. Reaction SMILES: [F:1][C:2]([C:3](=[O:4])[c:5]1[cH:6][n:7]([CH:15]([CH3:16])[CH3:17])[c:8]2[cH:9][c:10]([CH3:14])[cH:11][cH:12][c:13]12)([F:18])[F:19].[Na+:21].[OH-:20]>>[C:3]([OH:4])([c:5]1[cH:6][n:7]([CH:15]([CH3:16])[CH3:17])[c:8]2[cH:9][c:10]([CH3:14])[cH:11][cH:12][c:13]12)=[O:20]. Yields the product Cc1ccc2c(C(=O)O)cn(C(C)C)c2c1.